Task: describe an organic reaction: reactants, conditions, products, and yield. Dataset: the Open Reaction Database (ORD), a public repository of structured organic reaction records The reactants are N(=C=O)CC1CC(CCC1)CN=C=O (1,3-bis-(isocyanato-methyl)-cyclohexane), [N-]=C=O.[N-]=C=O.O=C1C=C(CC(C)(C)C1)C (isophorone-di-isocyanate). Yields the product N(=C=O)CC1CCC(CC1)CN=C=O (1,4-bis-(isocyanato-methyl)-cyclohexane). As a reaction SMILES: N(C[CH:5]1[CH2:10][CH2:9][CH2:8][CH:7]([CH2:11][N:12]=[C:13]=[O:14])[CH2:6]1)=C=O.[N-:15]=[C:16]=[O:17].[N-]=[C:19]=O.O=C1CC(C)(C)CC(C)=C1>>[N:12]([CH2:11][CH:7]1[CH2:6][CH2:5][CH:10]([CH2:19][N:15]=[C:16]=[O:17])[CH2:9][CH2:8]1)=[C:13]=[O:14] |f:1.2.3|. Reported procedure: 1,3-bis-(isocyanato-methyl)-cyclohexane (H6XDI) isophorone-di-isocyanate